This data is from the Open Reaction Database (ORD), a public repository of structured organic reaction records. The task is: describe an organic reaction: reactants, conditions, products, and yield Reactants: CO, Cc1nc2ccc([N+](=O)[O-])cn2c(=O)c1CCCl, [H][H], O=[Pt]. Yields the product Cc1nc2ccc(N)cn2c(=O)c1CCCl. As a reaction SMILES: [CH3:23][OH:24].[Cl:1][CH2:2][CH2:3][c:4]1[c:5]([CH3:18])[n:6][c:7]2[n:8]([c:9]1=[O:10])[cH:11][c:12]([N+:15]([O-:16])=[O:17])[cH:13][cH:14]2.[H:19][H:20].[Pt:21]=[O:22]>>[Cl:1][CH2:2][CH2:3][c:4]1[c:5]([CH3:18])[n:6][c:7]2[n:8]([c:9]1=[O:10])[cH:11][c:12]([NH2:15])[cH:13][cH:14]2. Starting materials: CC(=O)N(c1cc(Br)cc(C(=O)NCc2c(C)cc(C)[nH]c2=O)c1C)C1CCOCC1, CO, ClCCl, [Na+], [Na+], O=C([O-])[O-], OB(O)c1ccc(CN2CCOCC2)cc1, C1COCCO1, O. Product: CC(=O)N(c1cc(-c2ccc(CN3CCOCC3)cc2)cc(C(=O)NCc2c(C)cc(C)[nH]c2=O)c1C)C1CCOCC1. As a reaction SMILES: [Br:1][c:2]1[cH:3][c:4]([N:22]([C:23]([CH3:24])=[O:25])[CH:26]2[CH2:27][CH2:28][O:29][CH2:30][CH2:31]2)[c:5]([CH3:21])[c:6]([C:7](=[O:8])[NH:9][CH2:10][c:11]2[c:12](=[O:19])[nH:13][c:14]([CH3:18])[cH:15][c:16]2[CH3:17])[cH:20]1.[CH3:61][OH:62].[Cl:63][CH2:64][Cl:65].[Na+:48].[Na+:49].[O-:50][C:51](=[O:52])[O-:53].[O:32]1[CH2:33][CH2:34][N:35]([CH2:38][c:39]2[cH:40][cH:41][c:42]([B:45]([OH:46])[OH:47])[cH:43][cH:44]2)[CH2:36][CH2:37]1.[O:54]1[CH2:55][CH2:56][O:57][CH2:58][CH2:59]1.[OH2:60]>>[c:2]1(-[c:42]2[cH:41][cH:40][c:39]([CH2:38][N:35]3[CH2:34][CH2:33][O:32][CH2:37][CH2:36]3)[cH:44][cH:43]2)[cH:3][c:4]([N:22]([C:23]([CH3:24])=[O:25])[CH:26]2[CH2:27][CH2:28][O:29][CH2:30][CH2:31]2)[c:5]([CH3:21])[c:6]([C:7](=[O:8])[NH:9][CH2:10][c:11]2[c:12](=[O:19])[nH:13][c:14]([CH3:18])[cH:15][c:16]2[CH3:17])[cH:20]1.